The task is: describe an organic reaction: reactants, conditions, products, and yield. This data is from the Open Reaction Database (ORD), a public repository of structured organic reaction records. Starting materials: E2, FC=1C=C(C=CC1F)CO ((3,4-difluorophenyl)methanol), ClC1=NC(N2C(NCCC2)=C1)=O (8-chloro-3,4-dihydro-1H-pyrimido[1,6-a]pyrimidin-6(2H)-one), BrCC1=CC=C(C=C1)F (1-(bromomethyl)-4-fluorobenzene). Yields the product FC=1C=C(COC2=NC(N3C(N(CCC3)CC3=CC=C(C=C3)F)=C2)=O)C=CC1F (8-((3,4-difluorobenzyl)oxy)-1-(4-fluorobenzyl)-3,4-dihydro-1H-pyrimido[1,6-a]pyrimidin-6(2H)-one). As a reaction SMILES: Cl[C:2]1[CH:11]=[C:6]2[NH:7][CH2:8][CH2:9][CH2:10][N:5]2[C:4](=[O:12])[N:3]=1.Br[CH2:14][C:15]1[CH:20]=[CH:19][C:18]([F:21])=[CH:17][CH:16]=1.[F:22][C:23]1[CH:24]=[C:25]([CH2:30][OH:31])[CH:26]=[CH:27][C:28]=1[F:29]>>[F:22][C:23]1[CH:24]=[C:25]([CH:26]=[CH:27][C:28]=1[F:29])[CH2:30][O:31][C:2]1[CH:11]=[C:6]2[N:7]([CH2:14][C:15]3[CH:20]=[CH:19][C:18]([F:21])=[CH:17][CH:16]=3)[CH2:8][CH2:9][CH2:10][N:5]2[C:4](=[O:12])[N:3]=1. Procedure details: The title compound was prepared by a procedure similar to that described for E2 starting from 8-chloro-3,4-dihydro-1H-pyrimido[1,6-a]pyrimidin-6(2H)-one, 1-(bromomethyl)-4-fluorobenzene and (3,4-difluorophenyl)methanol.